This data is from the Open Reaction Database (ORD), a public repository of structured organic reaction records. The task is: describe an organic reaction: reactants, conditions, products, and yield The product is ClC1=CC(=C(C=C1)NC(OC(C)(C)C)=O)NC(CC(C1=CN=NC=C1)=O)=O (Tert-butyl 4-chloro-2-(3-oxo-3-(pyridazin-4-yl)propanamido)phenylcarbamate), solid. Starting materials: NC1=C(C=CC(=C1)Cl)NC(OC(C)(C)C)=O (tert-butyl 2-amino-4-chlorophenylcarbamate), O=C(CC(=O)OC(C)(C)C)C1=CN=NC=C1 (tert-butyl 3-oxo-3-(pyridazin-4-yl)propanoate). Procedure details: The title compound was prepared from the reaction of tert-butyl 2-amino-4-chlorophenylcarbamate (Example B5; 1 mmol) and tert-butyl 3-oxo-3-(pyridazin-4-yl)propanoate (Example C1; 1 mmol) according to the general procedure D. Obtained as a yellow solid (83%), MS (EI) 391 [(M+1)+]. Yield: 83.0%. As a reaction SMILES: [NH2:1][C:2]1[CH:7]=[C:6]([Cl:8])[CH:5]=[CH:4][C:3]=1[NH:9][C:10](=[O:16])[O:11][C:12]([CH3:15])([CH3:14])[CH3:13].[O:17]=[C:18]([C:27]1[CH:32]=[CH:31][N:30]=[N:29][CH:28]=1)[CH2:19][C:20](OC(C)(C)C)=[O:21]>>[Cl:8][C:6]1[CH:5]=[CH:4][C:3]([NH:9][C:10](=[O:16])[O:11][C:12]([CH3:13])([CH3:15])[CH3:14])=[C:2]([NH:1][C:20](=[O:21])[CH2:19][C:18](=[O:17])[C:27]2[CH:32]=[CH:31][N:30]=[N:29][CH:28]=2)[CH:7]=1. Reactants: CCOC(=O)c1nc2c(Cl)nc3cc(C(F)(F)F)ccc3n2c1CBr, CC(=O)O. Yields the product CCOC(=O)c1nc2c(=O)[nH]c3cc(C(F)(F)F)ccc3n2c1CBr. As a reaction SMILES: [Br:1][CH2:2][c:3]1[c:4]([C:21](=[O:22])[O:23][CH2:24][CH3:25])[n:5][c:6]2[n:7]1[c:8]1[cH:9][cH:10][c:11]([C:17]([F:18])([F:19])[F:20])[cH:12][c:13]1[n:14][c:15]2[Cl:16].[CH3:26][C:27]([OH:28])=[O:29]>>[Br:1][CH2:2][c:3]1[c:4]([C:21](=[O:22])[O:23][CH2:24][CH3:25])[n:5][c:6]2[n:7]1[c:8]1[cH:9][cH:10][c:11]([C:17]([F:18])([F:19])[F:20])[cH:12][c:13]1[nH:14][c:15]2=[O:28]. The reactants are CN(C)CCC(Oc1ccc(C(F)(F)F)cc1)c1ccccc1, [K+], N#CBr, [OH-], OCCO. Product: CNCCC(Oc1ccc(C(F)(F)F)cc1)c1ccccc1. As a reaction SMILES: [CH3:1][N:2]([CH3:3])[CH2:4][CH2:5][CH:6]([c:7]1[cH:8][cH:9][cH:10][cH:11][cH:12]1)[O:13][c:14]1[cH:15][cH:16][c:17]([C:20]([F:21])([F:22])[F:23])[cH:18][cH:19]1.[K+:28].[N:24]#[C:25][Br:26].[OH-:27].[OH:29][CH2:30][CH2:31][OH:32]>>[CH3:1][NH:2][CH2:4][CH2:5][CH:6]([c:7]1[cH:8][cH:9][cH:10][cH:11][cH:12]1)[O:13][c:14]1[cH:15][cH:16][c:17]([C:20]([F:21])([F:22])[F:23])[cH:18][cH:19]1. The reactants are NC1=CC=C(C=C1)C=1N(C2=CC(=CC=C2C1C#N)OC(F)F)CC (2-(4-aminophenyl)-6-difluoromethoxy-1-ethyl-1H-indole-3-carbonitrile), ClC(=O)OC (methyl chloroformate), C([O-])([O-])=O.[K+].[K+] (potassium carbonate). Solvent: [Cl-].[Na+].O (brine), C(C)(=O)OCC (ethyl acetate). Reaction conditions: time 8 hour. The product is COC(NC1=CC=C(C=C1)C=1N(C2=CC(=CC=C2C1C#N)OC(F)F)CC)=O ([4-(3-cyano-6-difluoromethoxy-1-ethyl-1H-indol-2-yl)-phenyl]-carbamic acid methyl ester). As a reaction SMILES: [NH2:1][C:2]1[CH:7]=[CH:6][C:5]([C:8]2[N:9]([CH2:23][CH3:24])[C:10]3[C:15]([C:16]=2[C:17]#[N:18])=[CH:14][CH:13]=[C:12]([O:19][CH:20]([F:22])[F:21])[CH:11]=3)=[CH:4][CH:3]=1.Cl[C:26]([O:28][CH3:29])=[O:27].C(=O)([O-])[O-].[K+].[K+]>C(OCC)(=O)C.[Cl-].[Na+].O>[CH3:29][O:28][C:26](=[O:27])[NH:1][C:2]1[CH:7]=[CH:6][C:5]([C:8]2[N:9]([CH2:23][CH3:24])[C:10]3[C:15]([C:16]=2[C:17]#[N:18])=[CH:14][CH:13]=[C:12]([O:19][CH:20]([F:22])[F:21])[CH:11]=3)=[CH:4][CH:3]=1 |f:2.3.4,6.7.8|. Procedure details: A solution of 2-(4-aminophenyl)-6-difluoromethoxy-1-ethyl-1H-indole-3-carbonitrile (200 mg, 0.611 mmol) and methyl chloroformate (95 μL, 1.23 mmol) in ethyl acetate (2 mL) is treated with 2 M aqueous potassium carbonate solution (0.370 mL, 0.74 mmol), and the resulting mixture is stirred vigorously overnight. Saturated brine solution (1 mL) is added, and the mixture is stirred for 10 minutes. The organic layer is removed, dried over anhydrous magnesium sulfate, filtered and evaporated. The resul... Reactants: COc1cc2nccc(Oc3ccc(N)cc3)c2cc1OC, CCOC(C)=O, CS(C)=O, O, CS(=O)(=O)c1cccc(NC(=O)Oc2ccccc2)c1. The product is COc1cc2nccc(Oc3ccc(NC(=O)Nc4cccc(S(C)(=O)=O)c4)cc3)c2cc1OC. RXN SMILES: [CH3:1][O:2][c:3]1[cH:4][c:5]2[c:6]([O:15][c:16]3[cH:17][cH:18][c:19]([NH2:22])[cH:20][cH:21]3)[cH:7][cH:8][n:9][c:10]2[cH:11][c:12]1[O:13][CH3:14].[CH3:43][CH2:44][O:45][C:46](=[O:47])[CH3:48].[CH3:50][S:51](=[O:52])[CH3:53].[OH2:49].[c:23]1([O:29][C:30](=[O:24])[NH:31][c:32]2[cH:33][c:34]([S:38](=[O:39])(=[O:40])[CH3:41])[cH:35][cH:36][cH:37]2)[cH:25][cH:26][cH:27][cH:28][cH:42]1>>[CH3:1][O:2][c:3]1[cH:4][c:5]2[c:6]([O:15][c:16]3[cH:17][cH:18][c:19]([NH:22][C:30](=[O:29])[NH:31][c:32]4[cH:33][c:34]([S:38](=[O:39])(=[O:40])[CH3:41])[cH:35][cH:36][cH:37]4)[cH:20][cH:21]3)[cH:7][cH:8][n:9][c:10]2[cH:11][c:12]1[O:13][CH3:14]. Reactants: C(C1=CC=CC=C1)(=O)C1=CC=CC=C1 (benzophenone), solid, CC(C)([O-])C.[K+] (potassium tert-butoxide), N(=O)OCCC(C)C (isoamyl nitrite). The solvent is C(C)(C)(C)O (tert-butyl alcohol), C(C)(C)(C)O (tert-butyl alcohol), heptanes. The product is O=C(C=NO)C1=CC=CC=C1 (2-oxo-2-phenylacetaldehyde oxime). RXN SMILES: CC(C)([O-])C.[K+].[C:7]([C:15]1[CH:20]=[CH:19][CH:18]=[CH:17][CH:16]=1)(=[O:14])[C:8]1C=CC=CC=1.[N:21](OCCC(C)C)=[O:22]>C(O)(C)(C)C>[O:14]=[C:7]([C:15]1[CH:20]=[CH:19][CH:18]=[CH:17][CH:16]=1)[CH:8]=[N:21][OH:22] |f:0.1|. Procedure: A flask was charged with potassium tert-butoxide (58 mmol) and 63 mL of tert-butyl alcohol. The mixture was stirred until a solution was formed, and a solution of the appropriate benzophenone (50 mmol) in 35 mL of tert-butyl alcohol added dropwise over 15 min. The reaction mixture was stirred for 1 hr, and the neat isoamyl nitrite (75 mmol) added over five min. The reaction mixture was monitored for completion and then diluted with 100 mL of heptanes. The resulting solid (38 mmol) was collected ... The reactants are N1(N[C@@H](CC1)C(=O)OC)C(=O)OCC1=CC=CC=C1 (3-methyl 1-(phenylmethyl) (3S)-1,3-pyrazolidinedicarboxylate), LiOH monohydrate, C(CC(O)(C(=O)O)CC(=O)O)(=O)O (Citric acid). Solvent: C1CCOC1 (THF), O (water). Reaction conditions: time 2 hour. Product: C1(=CC=CC=C1)COC(=O)N1N[C@@H](CC1)C(=O)O ((3S)-1-{[(phenylmethyl)oxy]carbonyl}-3-pyrazolidinecarboxylic acid). Yield: 68.5%. Reaction SMILES: [N:1]1([C:10]([O:12][CH2:13][C:14]2[CH:19]=[CH:18][CH:17]=[CH:16][CH:15]=2)=[O:11])[CH2:5][CH2:4][C@@H:3]([C:6]([O:8]C)=[O:7])[NH:2]1.C(O)(=O)CC(CC(O)=O)(C(O)=O)O>C1COCC1.O>[C:14]1([CH2:13][O:12][C:10]([N:1]2[CH2:5][CH2:4][C@@H:3]([C:6]([OH:8])=[O:7])[NH:2]2)=[O:11])[CH:19]=[CH:18][CH:17]=[CH:16][CH:15]=1. Procedure details: To a solution of 3-methyl 1-(phenylmethyl) (3S)-1,3-pyrazolidinedicarboxylate (2.77 g, 10.5 mmol) in THF (20 mL) at 0° C. was added a portion of LiOH monohydrate. The mixture was warmed up to rt and stirred for 2 hours. TLC showed that the starting material was consumed completely. THF was distilled off, and the mixture was cooled to 0° C. Citric acid (4.8 g, 25.2 mmol) in water (20 mL) was then added dropwise. The aqueous mixture was extracted with DCM (8×20 mL), the combined organic phases wer...